This data is from the Open Reaction Database (ORD), a public repository of structured organic reaction records. The task is: describe an organic reaction: reactants, conditions, products, and yield Reactants: COC1=CC=CC2=C1C(=CO2)COC2=C1C=C(NC1=CC=C2)C(=O)O (4-(4-methoxy-benzofuran-3-ylmethoxy)-1H-indole-2-carboxylic acid), [C@H]1(CCCN2CCCC[C@H]12)CN1CCC(CC1)N (1-[(1S,9aR)-1-(octahydro-quinolizin-1-yl)methyl]-piperidin-4-ylamine). Product: [C@H]1(CCCN2CCCC[C@H]12)CN1CCC(CC1)NC(=O)C=1NC2=CC=CC(=C2C1)OCC1=COC2=C1C(=CC=C2)OC (4-(4-Methoxy-benzofuran-3-ylmethoxy)-1H-indole-2-carboxylic acid {1-[(1S,9aR)-1-(octahydro-quinolizin-1-yl)methyl]-piperidin-4-yl}-amide). Reaction SMILES: [CH3:1][O:2][C:3]1[C:8]2[C:9]([CH2:12][O:13][C:14]3[CH:22]=[CH:21][CH:20]=[C:19]4[C:15]=3[CH:16]=[C:17]([C:23]([OH:25])=O)[NH:18]4)=[CH:10][O:11][C:7]=2[CH:6]=[CH:5][CH:4]=1.[C@H:26]1([CH2:36][N:37]2[CH2:42][CH2:41][CH:40]([NH2:43])[CH2:39][CH2:38]2)[C@@H:35]2[N:30]([CH2:31][CH2:32][CH2:33][CH2:34]2)[CH2:29][CH2:28][CH2:27]1>>[C@H:26]1([CH2:36][N:37]2[CH2:42][CH2:41][CH:40]([NH:43][C:23]([C:17]3[NH:18][C:19]4[C:15]([CH:16]=3)=[C:14]([O:13][CH2:12][C:9]3[C:8]5[C:3]([O:2][CH3:1])=[CH:4][CH:5]=[CH:6][C:7]=5[O:11][CH:10]=3)[CH:22]=[CH:21][CH:20]=4)=[O:25])[CH2:39][CH2:38]2)[C@@H:35]2[N:30]([CH2:31][CH2:32][CH2:33][CH2:34]2)[CH2:29][CH2:28][CH2:27]1. Procedure details: This compound is synthesized analogously to example 1 from 4-(4-methoxy-benzofuran-3-ylmethoxy)-1H-indole-2-carboxylic acid (122) (preparation see below) and 1-[(1S,9aR)-1-(octahydro-quinolizin-1-yl)methyl]-piperidin-4-ylamine, 61. Reactants: C1(=CC=CC=C1)CC(=O)N[C@H]1[C@@H]2N(C(=C(CS2)CCl)C(=O)OCC2=CC=C(C=C2)OC)C1=O (p-Methoxybenzyl 7β-phenylacetamido-3-chloromethyl-3-cephem-4-carboxylate), [I-].[Na+] (sodium iodide), C(N)(=O)C12CCN(CC1)CC2 (4-carbamoylquinuclidine). Solvent: CC(=O)C (acetone). Conditions: time 1 hour. Yields the product [I-].C1(=CC=CC=C1)CC(=O)N[C@H]1[C@@H]2N(C(=C(CS2)C[N+]23CCC(CC2)(CC3)C(N)=O)C(=O)OCC3=CC=C(C=C3)OC)C1=O (p-Methoxybenzyl 7β-phenylacetamido-3-(4-carbamoyl-1-quinuclidinio)methyl-3-cephem-4-carboxylate iodide). Isolated yield 33.9%. Reaction SMILES: [C:1]1([CH2:7][C:8]([NH:10][C@@H:11]2[C:32](=[O:33])[N:13]3[C:14]([C:20]([O:22][CH2:23][C:24]4[CH:29]=[CH:28][C:27]([O:30][CH3:31])=[CH:26][CH:25]=4)=[O:21])=[C:15]([CH2:18]Cl)[CH2:16][S:17][C@H:12]23)=[O:9])[CH:6]=[CH:5][CH:4]=[CH:3][CH:2]=1.[I-:34].[Na+].[C:36]([C:39]12[CH2:46][CH2:45][N:42]([CH2:43][CH2:44]1)[CH2:41][CH2:40]2)(=[O:38])[NH2:37]>CC(C)=O>[I-:34].[C:1]1([CH2:7][C:8]([NH:10][C@@H:11]2[C:32](=[O:33])[N:13]3[C:14]([C:20]([O:22][CH2:23][C:24]4[CH:29]=[CH:28][C:27]([O:30][CH3:31])=[CH:26][CH:25]=4)=[O:21])=[C:15]([CH2:18][N+:42]45[CH2:45][CH2:46][C:39]([C:36](=[O:38])[NH2:37])([CH2:44][CH2:43]4)[CH2:40][CH2:41]5)[CH2:16][S:17][C@H:12]23)=[O:9])[CH:6]=[CH:5][CH:4]=[CH:3][CH:2]=1 |f:1.2,5.6|. Reported procedure: p-Methoxybenzyl 7β-phenylacetamido-3-chloromethyl-3-cephem-4-carboxylate (980 mg) was suspended in acetone (20 ml), and sodium iodide (362 mg) was added to the suspension and stirred at room temperature for 1 hour. To the resulting suspension was added 4-carbamoylquinuclidine (313 mg) under ice-cooled condition, and the mixture was stirred for 2 hours. The reaction mixture was filtered, and diethyl ether (70 ml) was added to the filtrate. The deposited solid was filtered to obtain the desired pr...